This data is from the Open Reaction Database (ORD), a public repository of structured organic reaction records. The task is: describe an organic reaction: reactants, conditions, products, and yield Reactants: NC(=O)c1ccc(Br)c2c3c([nH]c12)CC(CNC(=O)CCCBr)CC3, [H-], [Na+], CN(C)C=O, O. The product is NC(=O)c1ccc(Br)c2c3c([nH]c12)CC(CN1CCCC1=O)CC3. Reaction SMILES: [Br:1][c:2]1[c:3]2[c:4]3[c:9]([nH:10][c:11]2[c:12]([C:15](=[O:16])[NH2:17])[cH:13][cH:14]1)[CH2:8][CH:7]([CH2:18][NH:19][C:20]([CH2:21][CH2:22][CH2:23][Br:24])=[O:25])[CH2:6][CH2:5]3.[H-:27].[Na+:26].[O:28]=[CH:29][N:30]([CH3:31])[CH3:32].[OH2:33]>>[Br:1][c:2]1[c:3]2[c:4]3[c:9]([nH:10][c:11]2[c:12]([C:15](=[O:16])[NH2:17])[cH:13][cH:14]1)[CH2:8][CH:7]([CH2:18][N:19]1[C:20](=[O:25])[CH2:21][CH2:22][CH2:23]1)[CH2:6][CH2:5]3. The product is N1(CCCCCC1)C1=CC=C(C=O)C=C1 (4-Azepan-1-yl-benzaldehyde). The reactants are FC1=CC=C(C=O)C=C1 (4-fluoro-benzaldehyde), hexamethyleneimine, C(C)#N (acetonitrile). RXN SMILES: F[C:2]1[CH:9]=[CH:8][C:5]([CH:6]=[O:7])=[CH:4][CH:3]=1.[C:10](#[N:12])[CH3:11]>>[N:12]1([C:2]2[CH:9]=[CH:8][C:5]([CH:6]=[O:7])=[CH:4][CH:3]=2)[CH2:4][CH2:3][CH2:2][CH2:9][CH2:11][CH2:10]1. Reported procedure: A solution of 4-fluoro-benzaldehyde (2.59 mL, 24.2 mmol) and hexamethyleneimine (8.2 mL, 72 mmol) in acetonitrile (40 mL) was heated at reflux for 16 hours. The product was preabsorbed onto silica gel and purified by flash silica gel chromatography, using ethyl acetate (10-15%) in hexane as the eluant, to give the product, 5.0 g (100%). MS: m/z 204 (MH+). 1H NMR (CDCl3): 1.53-1.59 (m, 4 H), 1.78-1.82 (m, 4 H), 3.53 (t, 4 H), 6.70 (d, 2 H), 7.70 (d, 2 H) and 9.70 (s, 1 H). Yield: 16.8%. Reaction SMILES: [C:1]1([C:7]([C:11]2[CH:16]=[CH:15][CH:14]=[CH:13][CH:12]=2)=[CH:8][CH:9]=O)[CH:6]=[CH:5][CH:4]=[CH:3][CH:2]=1.[C:17]([CH:22]=P(C1C=CC=CC=1)(C1C=CC=CC=1)C1C=CC=CC=1)([O:19][CH2:20][CH3:21])=[O:18]>C(O)C>[CH2:20]([O:19][C:17](=[O:18])/[CH:22]=[CH:9]\[CH:8]=[C:7]([C:11]1[CH:16]=[CH:15][CH:14]=[CH:13][CH:12]=1)[C:1]1[CH:6]=[CH:5][CH:4]=[CH:3][CH:2]=1)[CH3:21]. Reported procedure: A solution of 3,3-diphenyl-2-propenal (18.73 g) and (carbethoxymethylene)triphenylphosphorane (33.1 g) in ethanol (100 mL) was stirred at room temperature for 1 hour. The solvent was removed in vacuo and the residual solid was refluxed in a mixture of ether (125 mL) and hexane (250 mL) for 10 minutes. The mixture was cooled to room temperature and the precipitated triphenylphosphine oxide (25 g) was removed by filtration and was washed with ether-hexane (1:2; 2×50 mL). The filtrates were evapora... Yields the product C(C)OC(\C=C/C=C(C1=CC=CC=C1)C1=CC=CC=C1)=O ((Z)-5,5-diphenyl-2,4-pentadienoic acid ethyl ester). Reactants: C1(=CC=CC=C1)C(=CC=O)C1=CC=CC=C1 (3,3-diphenyl-2-propenal), C(=O)(OCC)C=P(C1=CC=CC=C1)(C1=CC=CC=C1)C1=CC=CC=C1 ((carbethoxymethylene)triphenylphosphorane). Solvent: C(C)O (ethanol).